From a dataset of the Open Reaction Database (ORD), a public repository of structured organic reaction records. describe an organic reaction: reactants, conditions, products, and yield Starting materials: C(#N)C(C1=CC(=CC=C1)OC1=CC=CC=C1)O (α-Cyano-3-phenoxybenzyl alcohol), CC1([C@H]([C@@H]1CC(Cl)(Cl)Cl)C(=O)Cl)C (trans-2,2-dimethyl-3-(2,2,2-trichloroethyl)cyclopropanecarbonyl chloride), O (water), D1, '/D2, N1=CC=CC=C1 (pyridine). Run in C1=CC=CC=C1 (benzene). Reaction conditions: time 8 hour. The product is CC1([C@H]([C@@H]1CC(Cl)(Cl)Cl)C(=O)OC(C1=CC(=CC=C1)OC1=CC=CC=C1)C#N)C (α-cyano-3-phenoxybenzyl trans-2,2-dimethyl-3-(2,2,2-trichloroethyl)cyclopropanecarboxylate). The yield is 77.8%. RXN SMILES: [C:1]([CH:3]([OH:17])[C:4]1[CH:9]=[CH:8][CH:7]=[C:6]([O:10][C:11]2[CH:16]=[CH:15][CH:14]=[CH:13][CH:12]=2)[CH:5]=1)#[N:2].[CH3:18][C:19]1([CH3:30])[C@@H:21]([CH2:22][C:23]([Cl:26])([Cl:25])[Cl:24])[C@@H:20]1[C:27](Cl)=[O:28].N1C=CC=CC=1.O>C1C=CC=CC=1>[CH3:18][C:19]1([CH3:30])[C@@H:21]([CH2:22][C:23]([Cl:24])([Cl:25])[Cl:26])[C@@H:20]1[C:27]([O:17][CH:3]([C:1]#[N:2])[C:4]1[CH:9]=[CH:8][CH:7]=[C:6]([O:10][C:11]2[CH:16]=[CH:15][CH:14]=[CH:13][CH:12]=2)[CH:5]=1)=[O:28]. Reported procedure: α-Cyano-3-phenoxybenzyl alcohol (8.5 g) was added to a solution of 10.0 g of trans-2,2-dimethyl-3-(2,2,2-trichloroethyl)cyclopropanecarbonyl chloride in 80 ml of dry benzene, then 4.5 g of pyridine was added gradually and the mixture was stirred at room temperature overnight. Thereafter, about 70 ml of water was added to the reaction mixture, the benzene layer was separated, washed with water and dried over anhydrous magnesium sulfate, and low-boiling fractions were distilled off under reduced p...